This data is from the Open Reaction Database (ORD), a public repository of structured organic reaction records. The task is: describe an organic reaction: reactants, conditions, products, and yield Starting materials: CC1(C)C2CCC1(CS(=O)(=O)O)C(=O)C2, CCO, Cc1ccccc1, CCCCCC, CCOCC, CCOC(C)=O, CN(C)CCN1CCC(N(C)C(=O)Nc2cc(Oc3ccc(N)cc3)ccn2)CC1, [Na+], O=C([O-])O, O=C(Cc1ccccc1)N=C=S. Yields the product CN(C)CCN1CCC(N(C)C(=O)Nc2cc(Oc3ccc(NC(=S)NC(=O)Cc4ccccc4)cc3)ccn2)CC1. RXN SMILES: [C:31]12([CH2:32][S:33]([OH:34])(=[O:35])=[O:36])[C:37]([CH3:38])([CH3:39])[CH:40]([CH2:41][CH2:42]1)[CH2:43][C:44]2=[O:45].[CH3:63][CH2:64][OH:65].[CH3:66][c:67]1[cH:68][cH:69][cH:70][cH:71][cH:72]1.[CH3:73][CH2:74][CH2:75][CH2:76][CH2:77][CH3:78].[CH3:79][CH2:80][O:81][CH2:82][CH3:83].[CH3:84][CH2:85][O:86][C:87](=[O:88])[CH3:89].[NH2:1][c:2]1[cH:3][cH:4][c:5]([O:6][c:7]2[cH:8][c:9]([NH:13][C:14]([N:15]([CH3:16])[CH:17]3[CH2:18][CH2:19][N:20]([CH2:23][CH2:24][N:25]([CH3:26])[CH3:27])[CH2:21][CH2:22]3)=[O:28])[n:10][cH:11][cH:12]2)[cH:29][cH:30]1.[Na+:58].[OH:59][C:60](=[O:61])[O-:62].[c:46]1([CH2:52][C:53](=[O:54])[N:55]=[C:56]=[S:57])[cH:47][cH:48][cH:49][cH:50][cH:51]1>>[NH:1]([c:2]1[cH:3][cH:4][c:5]([O:6][c:7]2[cH:8][c:9]([NH:13][C:14]([N:15]([CH3:16])[CH:17]3[CH2:18][CH2:19][N:20]([CH2:23][CH2:24][N:25]([CH3:26])[CH3:27])[CH2:21][CH2:22]3)=[O:28])[n:10][cH:11][cH:12]2)[cH:29][cH:30]1)[C:56]([NH:55][C:53]([CH2:52][c:46]1[cH:47][cH:48][cH:49][cH:50][cH:51]1)=[O:54])=[S:57]. Starting materials: FC(C=1C=C(CN(C2=NC=C(C=N2)OCCCC(=O)OCC)CC2=C(C(=CC(=C2)C(F)(F)F)C)C2=C(C=CC(=C2)C(C)C)OC)C=C(C1)C(F)(F)F)(F)F (Ethyl 4-{2-[(3,5-bis-trifluoromethyl-benzyl)-(5′-isopropyl-2′-methoxy-6-methyl-4-trifluoromethyl-biphenyl-2-ylmethyl)-amino]-pyrimidin-5-yloxy}-butyrate), Cl (hydrochloric acid), C(C)(=O)OCC (ethyl acetate), [OH-].[Na+] (sodium hydroxide). Run in C(C)O (ethanol). Run at time 1 hour. Product: FC(C=1C=C(CN(C2=NC=C(C=N2)OCCCC(=O)O)CC2=C(C(=CC(=C2)C(F)(F)F)C)C2=C(C=CC(=C2)C(C)C)OC)C=C(C1)C(F)(F)F)(F)F (4-{2-[(3,5-bis-trifluoromethyl-benzyl)-(5′-isopropyl-2′-methoxy-6-methyl-4-trifluoromethyl-biphenyl-2-ylmethyl)-amino]-pyrimidin-5-yloxy}-butyric acid). The yield is 109.0%. RXN SMILES: [F:1][C:2]([F:54])([F:53])[C:3]1[CH:4]=[C:5]([CH:46]=[C:47]([C:49]([F:52])([F:51])[F:50])[CH:48]=1)[CH2:6][N:7]([CH2:23][C:24]1[CH:29]=[C:28]([C:30]([F:33])([F:32])[F:31])[CH:27]=[C:26]([CH3:34])[C:25]=1[C:35]1[CH:40]=[C:39]([CH:41]([CH3:43])[CH3:42])[CH:38]=[CH:37][C:36]=1[O:44][CH3:45])[C:8]1[N:13]=[CH:12][C:11]([O:14][CH2:15][CH2:16][CH2:17][C:18]([O:20]CC)=[O:19])=[CH:10][N:9]=1.[OH-].[Na+].Cl.C(OCC)(=O)C>C(O)C>[F:54][C:2]([F:1])([F:53])[C:3]1[CH:4]=[C:5]([CH:46]=[C:47]([C:49]([F:50])([F:51])[F:52])[CH:48]=1)[CH2:6][N:7]([CH2:23][C:24]1[CH:29]=[C:28]([C:30]([F:33])([F:32])[F:31])[CH:27]=[C:26]([CH3:34])[C:25]=1[C:35]1[CH:40]=[C:39]([CH:41]([CH3:43])[CH3:42])[CH:38]=[CH:37][C:36]=1[O:44][CH3:45])[C:8]1[N:9]=[CH:10][C:11]([O:14][CH2:15][CH2:16][CH2:17][C:18]([OH:20])=[O:19])=[CH:12][N:13]=1 |f:1.2|. Procedure details: Ethyl 4-{2-[(3,5-bis-trifluoromethyl-benzyl)-(5′-isopropyl-2′-methoxy-6-methyl-4-trifluoromethyl-biphenyl-2-ylmethyl)-amino]-pyrimidin-5-yloxy}-butyrate (20 mg) is dissolved in ethanol (2 ml), and thereto is added a 1N-aqueous sodium hydroxide solution (0.5 ml) and the mixture is stirred at room temperature for 1 hour. To the reaction solution are added a 1N-hydrochloric acid and ethyl acetate, and the mixture is separated, and the organic layer is washed with a saturated brine, dried over magne... The reactants are C(C1=CC=CC=C1)N1[C@@H](C(OCC1)=O)C1=CC=CC=C1 (4-benzyl-3-(R)-phenyl-2-morpholinone), (R)-phenyl-glycine, solution, CC(C)C[AlH]CC(C)C (DIBAL-H). The solvent is C(Cl)Cl (CH2Cl2), C1(=CC=CC=C1)C (toluene). Conditions: temperature -78 celsius, time 0.5 hour. The product is C(C1=CC=CC=C1)N1[C@@H]([C@H](OCC1)O)C1=CC=CC=C1 (4-benzyl-2-(S)-hydroxy-3-(R)-phenylmorpholine). Yield: 88.7%. RXN SMILES: [CH2:1]([N:8]1[CH2:13][CH2:12][O:11][C:10](=[O:14])[C@H:9]1[C:15]1[CH:20]=[CH:19][CH:18]=[CH:17][CH:16]=1)[C:2]1[CH:7]=[CH:6][CH:5]=[CH:4][CH:3]=1.CC(C[AlH]CC(C)C)C>C(Cl)Cl.C1(C)C=CC=CC=1>[CH2:1]([N:8]1[CH2:13][CH2:12][O:11][C@H:10]([OH:14])[C@H:9]1[C:15]1[CH:20]=[CH:19][CH:18]=[CH:17][CH:16]=1)[C:2]1[CH:3]=[CH:4][CH:5]=[CH:6][CH:7]=1. Reported procedure: A solution of 3.72 g (13.9 mmol) of 4-benzyl-3-(R)-phenyl-2-morpholinone, prepared from (R)-phenyl-glycine as described in Example 14, in 28 mL of CH2Cl2 was cooled in a -78° C. bath under a N2 atmosphere and 14 mL of a 1.5M solution of DIBAL-H (21 mmol) in toluene were added. After stirring the resulting solution for 0.5 h, it was allowed to warm to -50° C. and maintained at this temperature for 0.5 h. The reaction mixture was quenched by adding 10 mL of aqueous potassium sodium tartarate. The ...